From a dataset of the Open Reaction Database (ORD), a public repository of structured organic reaction records. describe an organic reaction: reactants, conditions, products, and yield Starting materials: C[O-], COc1cc2nc(Cl)c(C(=O)O)nc2cc1OC, Cl, [Na+], O. Product: COc1cc2nc(OC)c(C(=O)O)nc2cc1OC. Reaction SMILES: [CH3:19][O-:20].[Cl:1][c:2]1[c:3]([C:16](=[O:17])[OH:18])[n:4][c:5]2[cH:6][c:7]([O:14][CH3:15])[c:8]([O:12][CH3:13])[cH:9][c:10]2[n:11]1.[ClH:22].[Na+:21].[OH2:23]>>[c:2]1([O:20][CH3:19])[c:3]([C:16](=[O:17])[OH:18])[n:4][c:5]2[cH:6][c:7]([O:14][CH3:15])[c:8]([O:12][CH3:13])[cH:9][c:10]2[n:11]1. Starting materials: COC=1C=C(COC2CCC(CC2)=O)C=CC1 (4-(3-methoxybenzyloxy)-cyclohexanone), C=O (paraformaldehyde), Cl.CNC (dimethylamine hydrochloride). The solvent is C(C)(=O)O (acetic acid). Conditions: temperature 105 celsius, time 15 minute. Product: CN(C)CC1C(CCC(C1)OCC1=CC(=CC=C1)OC)=O (2-dimethylaminomethyl-4-(3-methoxybenzyloxy)-cyclohexanone). RXN SMILES: [CH3:1][O:2][C:3]1[CH:4]=[C:5]([CH:15]=[CH:16][CH:17]=1)[CH2:6][O:7][CH:8]1[CH2:13][CH2:12][C:11](=[O:14])[CH2:10][CH2:9]1.[CH2:18]=O.Cl.[CH3:21][NH:22][CH3:23]>C(O)(=O)C>[CH3:21][N:22]([CH2:18][CH:10]1[CH2:9][CH:8]([O:7][CH2:6][C:5]2[CH:15]=[CH:16][CH:17]=[C:3]([O:2][CH3:1])[CH:4]=2)[CH2:13][CH2:12][C:11]1=[O:14])[CH3:23] |f:2.3|. Procedure: 11.8 g (50 mmole) of compound (8), 0.84 g (28 mmole) paraformaldehyde and 2.26 g (28 mmole) dimethylamine hydrochloride were dissolved in 20 ml acetic acid and stirred for 15 minutes in a bath at 105° C. After evaporating off the solvent, the mixture was adjusted to an alkaline pH with aqueous sodium hydroxide solution and the Mannich base was extracted with dichloromethane. The solution was dried and the solvent was distilled off. 12.1 g (80% theoretical) of compound (9) were obtained.